Task: describe an organic reaction: reactants, conditions, products, and yield. Dataset: the Open Reaction Database (ORD), a public repository of structured organic reaction records Reactants: O (water), COC1=C(COCCCOC2=CC=C(C=C2)C2C(CN(CC2)C(=O)OCC2=CC=CC=C2)OCC#C)C=CC=C1 (benzyl 4-{4-[3-(2-methoxybenzyloxy)propoxy]phenyl}-3-prop-2-ynyloxypiperidine-1-carboxylate), IC1=C(C=CC=C1)NS(=O)(=O)C (N-(2-iodophenyl)methanesulphonamide). Reagents/catalysts: Cl[Pd]([P](C1=CC=CC=C1)(C2=CC=CC=C2)C3=CC=CC=C3)([P](C4=CC=CC=C4)(C5=CC=CC=C5)C6=CC=CC=C6)Cl (bis(triphenylphosphine)palladium(II) chloride), [Cu]I (copper(I) iodide). Solvent: CN(C=O)C (N,N-dimethylformamide), C(C)N(CC)CC (triethylamine). Run at temperature 80 celsius, time 20 hour. Product: CS(=O)(=O)N1C(=CC2=CC=CC=C12)COC1CN(CCC1C1=CC=C(C=C1)OCCCOCC1=C(C=CC=C1)OC)C(=O)OCC1=CC=CC=C1 (Benzyl 3-(1-methanesulphonyl-1H-indol-2-ylmethoxy)-4-{4-[3-(2-methoxybenzyloxy)propoxy]phenyl}piperidine-1-carboxylate), SiO2. As a reaction SMILES: [CH3:1][O:2][C:3]1[CH:40]=[CH:39][CH:38]=[CH:37][C:4]=1[CH2:5][O:6][CH2:7][CH2:8][CH2:9][O:10][C:11]1[CH:16]=[CH:15][C:14]([CH:17]2[CH2:22][CH2:21][N:20]([C:23]([O:25][CH2:26][C:27]3[CH:32]=[CH:31][CH:30]=[CH:29][CH:28]=3)=[O:24])[CH2:19][CH:18]2[O:33][CH2:34][C:35]#[CH:36])=[CH:13][CH:12]=1.I[C:42]1[CH:47]=[CH:46][CH:45]=[CH:44][C:43]=1[NH:48][S:49]([CH3:52])(=[O:51])=[O:50].O>CN(C)C=O.C(N(CC)CC)C.Cl[Pd](Cl)([P](C1C=CC=CC=1)(C1C=CC=CC=1)C1C=CC=CC=1)[P](C1C=CC=CC=1)(C1C=CC=CC=1)C1C=CC=CC=1.[Cu]I>[CH3:52][S:49]([N:48]1[C:43]2[C:42](=[CH:47][CH:46]=[CH:45][CH:44]=2)[CH:36]=[C:35]1[CH2:34][O:33][CH:18]1[CH:17]([C:14]2[CH:13]=[CH:12][C:11]([O:10][CH2:9][CH2:8][CH2:7][O:6][CH2:5][C:4]3[CH:37]=[CH:38][CH:39]=[CH:40][C:3]=3[O:2][CH3:1])=[CH:16][CH:15]=2)[CH2:22][CH2:21][N:20]([C:23]([O:25][CH2:26][C:27]2[CH:32]=[CH:31][CH:30]=[CH:29][CH:28]=2)=[O:24])[CH2:19]1)(=[O:51])=[O:50] |^1:68,87|. Procedure details: The solution of 0.108 g of benzyl 4-{4-[3-(2-methoxybenzyloxy)propoxy]phenyl}-3-prop-2-ynyloxypiperidine-1-carboxylate, 0.098 g of N-(2-iodophenyl)methanesulphonamide in 0.5 ml of N,N-dimethylformamide and 1.0 ml of triethylamine are admixed with stirring with 0.011 g of bis(triphenylphosphine)palladium(II) chloride and 0.005 g of copper(I) iodide. The reaction mixture is stirred at 80° C. over 20 hours, then cooled, admixed with water (5 ml) and extracted with ethyl acetate (3×5 ml). The organi...